This data is from the Open Reaction Database (ORD), a public repository of structured organic reaction records. The task is: describe an organic reaction: reactants, conditions, products, and yield Starting materials: C([C@@H]1[C@H]([C@@H]([C@H]([C@@H](O1)O[C@@H]2[C@H](O[C@H]([C@@H]([C@H]2O)O)O)CO)O)O)O)O (cellobiose), C(C)(=O)[O-].[Na+] (sodium acetate). Yields the product O=C[C@H](O)[C@@H](O)[C@H](O)[C@H](O)CO (glucose). Reaction SMILES: [CH2:1]([OH:23])[C@H:2]1[O:7][C@@H:6]([O:8][C@H]2[C@H](O)[C@@H](O)[C@H](O)O[C@@H]2CO)[C@H:5]([OH:20])[C@@H:4]([OH:21])[C@@H:3]1[OH:22].C([O-])(=O)C.[Na+]>>[O:8]=[CH:6][C@@H:5]([C@H:4]([C@@H:3]([C@@H:2]([CH2:1][OH:23])[OH:7])[OH:22])[OH:21])[OH:20] |f:1.2|. Procedure details: To an enzyme liquid, cellobiose (Wako Pure Chemical Industries, Ltd.) was added at 500 mg/L and sodium acetate buffer (pH 5.0) was added at 100 mM, followed by allowing the resulting mixture to react at 50° C. for 0.5 hour. This reaction liquid was prepared in a 1-mL tube, and the reaction was allowed to proceed with mixing by rotation under the above-described conditions. Thereafter, the tube was subjected to centrifugation, and the glucose concentration in the supernatant component was measure... The reactants are O (water), P(Br)(Br)Br (phosphorous tribromide), C=C(CO)CCCCCCCCCCCCCCCC (2-methylene-1-octadecanol), N1=CC=CC=C1 (pyridine). The solvent is CCOCC (ether), CCOCC (ether). Reaction conditions: temperature -15 celsius. The product is BrCC(=C)CCCCCCCCCCCCCCCC (2-(Bromomethyl)-1-octadecene). RXN SMILES: [CH2:1]=[C:2]([CH2:5][CH2:6][CH2:7][CH2:8][CH2:9][CH2:10][CH2:11][CH2:12][CH2:13][CH2:14][CH2:15][CH2:16][CH2:17][CH2:18][CH2:19][CH3:20])[CH2:3]O.N1C=CC=CC=1.P(Br)(Br)[Br:28].O>CCOCC>[Br:28][CH2:3][C:2]([CH2:5][CH2:6][CH2:7][CH2:8][CH2:9][CH2:10][CH2:11][CH2:12][CH2:13][CH2:14][CH2:15][CH2:16][CH2:17][CH2:18][CH2:19][CH3:20])=[CH2:1]. Procedure: A mixture of 20 g of 2-methylene-1-octadecanol, 150 ml of ether and 12.6 ml of pyridine is cooled to -15° C. in an ice-methanol bath. A solution of 7.3 ml of phosphorous tribromide in 50 ml of ether is added slowly over 1 hour, and the mixture is allowed to warm to room temperature overnight. The mixture is recooled to 0° C., 1.9 ml of water added and then allowed to warm to room temperature over 6 hours. The mixture is washed, filtered and evaporated, to give 19.2 g of the desired compound as a... Reactants: C1(CC1)NC(C1=CC(=C(C=C1)C)N1C=NC2=CC=C(C=C2C1=O)N1CCN(CC1)C(C)C)=O (N-cyclopropyl-3-[6-(4-isopropylpiperazin-1-yl)-4-oxoquinazolin-3(4H)-yl]-4-methylbenzamide), Cl (HCl). Run in C(C)(=O)OCC (ethyl acetate), O1CCOCC1 (dioxane). Reaction conditions: time 30 minute. The product is Cl.C1(CC1)NC(C1=CC(=C(C=C1)C)N1C=NC2=CC=C(C=C2C1=O)N1CCN(CC1)C(C)C)=O (N-Cyclopropyl-3-[6-(4-isopropylpiperazin-1-yl)-4-oxoquinazolin-3(4H)-yl]-4-methylbenzamide hydrochloride salt). RXN SMILES: [CH:1]1([NH:4][C:5](=[O:33])[C:6]2[CH:11]=[CH:10][C:9]([CH3:12])=[C:8]([N:13]3[C:22](=[O:23])[C:21]4[C:16](=[CH:17][CH:18]=[C:19]([N:24]5[CH2:29][CH2:28][N:27]([CH:30]([CH3:32])[CH3:31])[CH2:26][CH2:25]5)[CH:20]=4)[N:15]=[CH:14]3)[CH:7]=2)[CH2:3][CH2:2]1.[ClH:34]>C(OCC)(=O)C.O1CCOCC1>[ClH:34].[CH:1]1([NH:4][C:5](=[O:33])[C:6]2[CH:11]=[CH:10][C:9]([CH3:12])=[C:8]([N:13]3[C:22](=[O:23])[C:21]4[C:16](=[CH:17][CH:18]=[C:19]([N:24]5[CH2:25][CH2:26][N:27]([CH:30]([CH3:31])[CH3:32])[CH2:28][CH2:29]5)[CH:20]=4)[N:15]=[CH:14]3)[CH:7]=2)[CH2:3][CH2:2]1 |f:4.5|. Procedure details: To a stirred solution of N-cyclopropyl-3-[6-(4-isopropylpiperazin-1-yl)-4-oxoquinazolin-3(4H)-yl]-4-methylbenzamide (0.010 g) in ethyl acetate (0.5 ml) was added a 4N HCl in dioxane (0.0056 ml) at room temperature. The mixture was stirred at room temperature for a further 30 minutes. The reaction mixture was evaporated to give the title compound; NMR Spectrum: (DMSOd6) 0.55 (m, 2H), 0.70 (m, 2H), 1.24 (m, 6H), 2.13 (s, 3H), 2.85 (m, 1H), 3.00-3.50 (m, 9H), 7.53 (m, 2H), 7.69 (m, 2H), 7.84 (s, 1H... Starting materials: NC=1C=CC=C2CCN(C(C12)=O)C (8-amino-2-methyl-3,4-dihydroisoquinolin-1-one), CN1N=C(C(=C1)NC1=NC=C(C(=C1)I)C(F)(F)F)C (N-(1,3-dimethylpyrazol-4-yl)-4-iodo-5-(trifluoromethyl)pyridin-2-amine), CC1(C2=CC=CC(=C2OC=2C(=CC=CC12)P(C1=CC=CC=C1)C1=CC=CC=C1)P(C1=CC=CC=C1)C1=CC=CC=C1)C (9,9-dimethyl-4,5-bis(diphenylphosphino)xanthene), C([O-])([O-])=O.[Cs+].[Cs+] (cesium carbonate). The reagents and catalysts are C(C)(=O)[O-].[Pd+2].C(C)(=O)[O-] (palladium(II) acetate). The solvent is CCOCC (Et2O), O1CCOCC1 (dioxane), CC(=O)N(C)C (DMA). Run at temperature 80 celsius, time 8 hour. Product: CN1N=C(C(=C1)NC1=NC=C(C(=C1)NC=1C=CC=C2CCN(C(C12)=O)C)C(F)(F)F)C (8-[[2-[(1,3-dimethylpyrazol-4-yl)amino]-5-(trifluoromethyl)-4-pyridyl]amino]-2-methyl-3,4-dihydroisoquinolin-1-one). Yield: 34.0%. RXN SMILES: [NH2:1][C:2]1[CH:3]=[CH:4][CH:5]=[C:6]2[C:11]=1[C:10](=[O:12])[N:9]([CH3:13])[CH2:8][CH2:7]2.[CH3:14][N:15]1[CH:19]=[C:18]([NH:20][C:21]2[CH:26]=[C:25](I)[C:24]([C:28]([F:31])([F:30])[F:29])=[CH:23][N:22]=2)[C:17]([CH3:32])=[N:16]1.CC1(C)C2C=CC=C(P(C3C=CC=CC=3)C3C=CC=CC=3)C=2OC2C1=CC=CC=2P(C1C=CC=CC=1)C1C=CC=CC=1.C(=O)([O-])[O-].[Cs+].[Cs+]>O1CCOCC1.CC(N(C)C)=O.C([O-])(=O)C.[Pd+2].C([O-])(=O)C.CCOCC>[CH3:14][N:15]1[CH:19]=[C:18]([NH:20][C:21]2[CH:26]=[C:25]([NH:1][C:2]3[CH:3]=[CH:4][CH:5]=[C:6]4[C:11]=3[C:10](=[O:12])[N:9]([CH3:13])[CH2:8][CH2:7]4)[C:24]([C:28]([F:30])([F:29])[F:31])=[CH:23][N:22]=2)[C:17]([CH3:32])=[N:16]1 |f:3.4.5,8.9.10|. Reported procedure: A suspension of 8-amino-2-methyl-3,4-dihydroisoquinolin-1-one (23.06 mg, 0.13 mmol), N-(1,3-dimethylpyrazol-4-yl)-4-iodo-5-(trifluoromethyl)pyridin-2-amine (50 mg, 0.13 mmol, Ex. 2.02), palladium(II) acetate (1.469 mg, 6.54 μmol), 9,9-dimethyl-4,5-bis(diphenylphosphino)xanthene (7.57 mg, 0.01 mmol) and cesium carbonate (85 mg, 0.26 mmol) in dioxane (1 ml) was stirred at 80° C. overnight under nitrogen. The same reactants were dissolved in DMA (1 mL) and sealed into a microwave tube. Argon was bu... Procedure: A solution of Example 8F (2.58 g, 11.1 mmol), tert-butyldimethylsilyl trifluoromethanesulfonate (2.8 mL, 12 mmol), and 2,6-lutidine (1.5 mL, 13 mmol) in dichloromethane (100 mL) at 0° C. was stirred for 2 hours, diluted with dichloromethane, washed sequentially with 10% KHSO4, aqueous NaHCO3, and brine, dried (MgSO4), filtered, and concentrated to provide the desired product. MS (ESI) m/e 346 (M+H)+. Solvent: ClCCl (dichloromethane), ClCCl (dichloromethane). Yields the product [Si](C)(C)(C(C)(C)C)OCCC[C@@H](C(=O)N(C)OC)CCC(C)C ((2S)-2-(3-{[tert-butyl(dimethyl)silyl]oxy}propyl)-N-methoxy-N,5-dimethylhexanamide). Reactants: OCCC[C@@H](C(=O)N(C)OC)CCC(C)C ((2S)-2-(3-hydroxypropyl)-N-methoxy-N,5-dimethylhexanamide), FC(S(=O)(=O)O[Si](C)(C)C(C)(C)C)(F)F (tert-butyldimethylsilyl trifluoromethanesulfonate), N1=C(C=CC=C1C)C (2,6-lutidine). Reaction SMILES: [OH:1][CH2:2][CH2:3][CH2:4][C@H:5]([CH2:12][CH2:13][CH:14]([CH3:16])[CH3:15])[C:6]([N:8]([O:10][CH3:11])[CH3:9])=[O:7].FC(F)(F)S(O[Si:23]([C:26]([CH3:29])([CH3:28])[CH3:27])([CH3:25])[CH3:24])(=O)=O.N1C(C)=CC=CC=1C>ClCCl>[Si:23]([O:1][CH2:2][CH2:3][CH2:4][C@H:5]([CH2:12][CH2:13][CH:14]([CH3:16])[CH3:15])[C:6]([N:8]([O:10][CH3:11])[CH3:9])=[O:7])([C:26]([CH3:29])([CH3:28])[CH3:27])([CH3:25])[CH3:24]. Procedure: A solution of 1,1-dimethylethyl[2-(4-{(2S,4R)-1-acetyl-4-[(3-fluoro-2-pyridinyl)amino]-2-methyl-1,2,3,4-tetrahydro-6-quinolinyl}-1H-pyrazol-1-yl)ethyl]methylcarbamate (for a preparation see intermediate 72) (111.6 mg, 0.214 mmol) in dichloromethane (DCM) (4 mL) was treated with trifluoroacetic acid (TFA) (1 mL, 12.98 mmol) and the resulting mixture was stirred at room temperature for 45 min then concentrated in vacuo. The residue was loaded on a 5 g SCX cartridge then eluted with MeOH (20 mL) fo... Isolated yield 64.1%. Run in ClCCl (DCM), ClCCl (dichloromethane). Reactants: CCOCC (Et2O), CC(C)(C)CN(C([O-])=O)CCN1N=CC(=C1)C=1C=C2[C@@H](C[C@@H](N(C2=CC1)C(C)=O)C)NC1=NC=CC=C1F (1,1-dimethylethyl[2-(4-{(2S,4R)-1-acetyl-4-[(3-fluoro-2-pyridinyl)amino]-2-methyl-1,2,3,4-tetrahydro-6-quinolinyl}-1H-pyrazol-1-yl)ethyl]methylcarbamate), Cl (HCl), intermediate 72, FC(C(=O)O)(F)F (trifluoroacetic acid). As a reaction SMILES: CC([CH2:5][N:6]([CH2:10][CH2:11][N:12]1[CH:16]=[C:15]([C:17]2[CH:18]=[C:19]3[C:24](=[CH:25][CH:26]=2)[N:23]([C:27](=[O:29])[CH3:28])[C@@H:22]([CH3:30])[CH2:21][C@H:20]3[NH:31][C:32]2[C:37]([F:38])=[CH:36][CH:35]=[CH:34][N:33]=2)[CH:14]=[N:13]1)C(=O)[O-])(C)C.FC(F)(F)C(O)=O.[ClH:46].CCOCC>ClCCl>[ClH:46].[C:27]([N:23]1[C:24]2[C:19](=[CH:18][C:17]([C:15]3[CH:14]=[N:13][N:12]([CH2:11][CH2:10][NH:6][CH3:5])[CH:16]=3)=[CH:26][CH:25]=2)[C@H:20]([NH:31][C:32]2[C:37]([F:38])=[CH:36][CH:35]=[CH:34][N:33]=2)[CH2:21][C@@H:22]1[CH3:30])(=[O:29])[CH3:28] |f:5.6|. The product is Cl.C(C)(=O)N1[C@H](C[C@H](C2=CC(=CC=C12)C=1C=NN(C1)CCNC)NC1=NC=CC=C1F)C ((2S,4R)-1-acetyl-N-(3-fluoro-2-pyridinyl)-2-methyl-6-{1-[2-(methylamino)ethyl]-1H-pyrazol-4-yl}-1,2,3,4-tetrahydro-4-quinolinamine hydrochloride). Run at time 45 minute. The reactants are NC1=C(C(NC(=N1)COCC)=O)N=O (6-amino-2-(ethoxymethyl)-5-nitroso-4(3H)-pyrimidinone), S(=O)([O-])S(=O)[O-].[Na+].[Na+] (sodium dithionite), aqueous solution, C(=O)C=O (glyoxal). Run in O (water), O (water). Reaction conditions: time 30 minute. Product: C(C)OCC1=NC2=NC=CN=C2C(N1)=O (2-(Ethoxymethyl)-4(3H)-pteridinone). RXN SMILES: S(S([O-])=O)([O-])=O.[Na+].[Na+].[NH2:9][C:10]1[N:15]=[C:14]([CH2:16][O:17][CH2:18][CH3:19])[NH:13][C:12](=[O:20])[C:11]=1[N:21]=O.[CH:23]([CH:25]=O)=O>O>[CH2:18]([O:17][CH2:16][C:14]1[NH:13][C:12](=[O:20])[C:11]2[C:10](=[N:9][CH:23]=[CH:25][N:21]=2)[N:15]=1)[CH3:19] |f:0.1.2|. Reported procedure: A solution of 19.1 g (0.11 mole) of sodium dithionite in 88 ml of water is added dropwise to a suspension, maintained at 20° C., of 10.0 g (0.050 mole) of 6-amino-2-(ethoxymethyl)-5-nitroso-4(3H)-pyrimidinone in 50 ml of water. After being stirred for 30 minutes at room temperature, the reaction mixture, still maintained at 20° C., is treated with 47.9 g (0.33 mole) of a 40% aqueous solution of glyoxal. Stirring is continued for 20 hours at room temperature. The solution obtained is then extract... Reactants: FC1=CC=C(OC2=CC=C(C=C2)S(=O)(=O)NC2(CCCC2)C(=O)O)C=C1 (1-[4-(4-fluoro-phenoxy) benzenesulfonylamino]-cyclopentanecarboxylic acid), CC(C)=C (isobutylene), S(O)(O)(=O)=O (sulfuric acid). Run in C(Cl)Cl (methylene chloride). Conditions: time 22 hour. Yields the product C(C)(C)(C)OC(=O)C1(CCCC1)NS(=O)(=O)C1=CC=C(C=C1)OC1=CC=C(C=C1)F (1-[4-(4-fluoro-phenoxy)-benzenesulfonylamino]-cyclopentanecarboxylic acid tert-butyl ester). Isolated yield 95.0%. Reaction SMILES: [F:1][C:2]1[CH:26]=[CH:25][C:5]([O:6][C:7]2[CH:12]=[CH:11][C:10]([S:13]([NH:16][C:17]3([C:22]([OH:24])=[O:23])[CH2:21][CH2:20][CH2:19][CH2:18]3)(=[O:15])=[O:14])=[CH:9][CH:8]=2)=[CH:4][CH:3]=1.[CH3:27][C:28](=[CH2:30])[CH3:29].S(=O)(=O)(O)O>C(Cl)Cl>[C:28]([O:23][C:22]([C:17]1([NH:16][S:13]([C:10]2[CH:11]=[CH:12][C:7]([O:6][C:5]3[CH:25]=[CH:26][C:2]([F:1])=[CH:3][CH:4]=3)=[CH:8][CH:9]=2)(=[O:14])=[O:15])[CH2:21][CH2:20][CH2:19][CH2:18]1)=[O:24])([CH3:30])([CH3:29])[CH3:27]. Reported procedure: To a solution of 1-[4-(4-fluoro-phenoxy) benzenesulfonylamino]-cyclopentanecarboxylic acid (10.22 g, 27 mmole) in 100 mL methylene chloride at -78□ C. was condensed 40 mL of isobutylene. Concentrated sulfuric acid (0.3 mL) was added and the mixture allowed to warm to ambient temperature and stirred for 22 hours. The mixture was then washed with 3×50 mL 2N NaOH and the organic layer dried over magnesium sulfate and evaporated to give 11.17 g (95%) of 1-[4-(4-fluoro-phenoxy)-benzenesulfonylamino]-... RXN SMILES: [CH:1]1([CH:6]([C:10]2[CH:15]=[CH:14][C:13]([CH2:16][N:17]3[C:22](=[O:23])[CH2:21][O:20][C:19]([C:24]4[CH:29]=[CH:28][CH:27]=[CH:26][CH:25]=4)=[N:18]3)=[CH:12][CH:11]=2)[C:7](O)=[O:8])[CH2:5][CH2:4][CH2:3][CH2:2]1.S(Cl)([Cl:32])=O>>[CH:1]1([CH:6]([C:10]2[CH:15]=[CH:14][C:13]([CH2:16][N:17]3[C:22](=[O:23])[CH2:21][O:20][C:19]([C:24]4[CH:29]=[CH:28][CH:27]=[CH:26][CH:25]=4)=[N:18]3)=[CH:12][CH:11]=2)[C:7]([Cl:32])=[O:8])[CH2:5][CH2:4][CH2:3][CH2:2]1. Procedure details: At room temperature, 8.9 g (22.68 mmol) of rac-cyclopentyl{-4-[(5-oxo-2-phenyl-5,6-dihydro-4H-1,3,4-oxadiazin-4-yl)methyl]phenyl}acetic acid were stirred with 63.6 ml (871.5 mmol) of thionyl chloride for 2 h. The reaction solution was then warmed to 50° C. and stirred for a further 2 h. After the reaction had gone to completion, the reaction solution was freed from the thionyl chloride under reduced pressure. This gave 7.7 g (18.74 mmol, 82% of theory) of the title compound as a colorless oil, w... The reactants are C1(CCCC1)C(C(=O)O)C1=CC=C(C=C1)CN1N=C(OCC1=O)C1=CC=CC=C1 (rac-cyclopentyl{-4-[(5-oxo-2-phenyl-5,6-dihydro-4H-1,3,4-oxadiazin-4-yl)methyl]phenyl}acetic acid), S(=O)(Cl)Cl (thionyl chloride), S(=O)(Cl)Cl (thionyl chloride). The product is C1(CCCC1)C(C(=O)Cl)C1=CC=C(C=C1)CN1N=C(OCC1=O)C1=CC=CC=C1 (rac-Cyclopentyl{4-[(5-oxo-2-phenyl-5,6-dihydro-4H-1,3,4-oxadiazin-4-yl)methyl]phenyl}-acetyl chloride). Conditions: temperature 50 celsius, time 2 hour. The reactants are O (water), CC1=C(C=C(C=C1)C)C=1C(NC2(C1O)CCN(CC2)OC)=O (3-(2,5-dimethyl-phenyl)-4-hydroxy-8-methoxy-1,8-diaza-spiro[4.5]dec-3-en-2-one), CCN(C(C)C)C(C)C (Hünig's base), C(C)OCCl (chloromethyl ethyl ether). The solvent is C(C)(=O)OCC (ethyl acetate), O1CCCC1 (tetrahydrofuran). Run at time 20 hour. Yields the product CC1=C(C=C(C=C1)C)C=1C(NC2(C1OCOCC)CCN(CC2)OC)=O (3-(2,5-dimethyl-phenyl)-4-ethoxymethoxy-8-methoxy-1,8-diaza-spiro[4.5]dec-3-en-2-one). RXN SMILES: [CH3:1][C:2]1[CH:7]=[CH:6][C:5]([CH3:8])=[CH:4][C:3]=1[C:9]1[C:10](=[O:22])[NH:11][C:12]2([CH2:19][CH2:18][N:17]([O:20][CH3:21])[CH2:16][CH2:15]2)[C:13]=1[OH:14].CCN(C(C)C)C(C)C.[CH2:32]([O:34][CH2:35]Cl)[CH3:33].O>O1CCCC1.C(OCC)(=O)C>[CH3:1][C:2]1[CH:7]=[CH:6][C:5]([CH3:8])=[CH:4][C:3]=1[C:9]1[C:10](=[O:22])[NH:11][C:12]2([CH2:19][CH2:18][N:17]([O:20][CH3:21])[CH2:16][CH2:15]2)[C:13]=1[O:14][CH2:35][O:34][CH2:32][CH3:33]. Procedure: To 250 mg of 3-(2,5-dimethyl-phenyl)-4-hydroxy-8-methoxy-1,8-diaza-spiro[4.5]dec-3-en-2-one in 2.5 ml of tetrahydrofuran are added 160 □l of Hünig's base and 85 □l of chloromethyl ethyl ether. After stirring for 20 hours at room temperature, water and ethyl acetate are added and the layers are separated. The aqueous phase is extracted with ethyl acetate, the combined organic phases dried with sodium sulfate, filtered and concentrated. Chromatography (heptane/acetone 4:1) yielded 72 mg of 3-(2,5-...